From a dataset of the Open Reaction Database (ORD), a public repository of structured organic reaction records. describe an organic reaction: reactants, conditions, products, and yield Starting materials: NC1C(NC2=C(CC1)C=CC=C2)=O (3-amino-2,3,4,5-tetrahydro-1H-[1]benzazepin-2-one), [H-].[Na+] (sodium hydride), BrCC(=O)OCC1=CC=CC=C1 (benzyl bromoacetate). Reagents/catalysts: [Br-].C(CCC)[N+](CCCC)(CCCC)CCCC (tetrabutylammonium bromide). Run in petroleum ether, CN(C=O)C (dimethylformamide), CN(C=O)C (dimethylformamide), CN(C=O)C (dimethylformamide). Reaction conditions: time 18 hour. Product: C(C1=CC=CC=C1)OC(=O)CN1C(C(CCC2=C1C=CC=C2)NCC(=O)OCC2=CC=CC=C2)=O (1-benzyloxycarbonylmethyl-3-benzyloxycarbonylmethylamino-2,3,4,5-tetrahydro-1H-[1]benzazepin-2-one). As a reaction SMILES: [NH2:1][CH:2]1[CH2:8][CH2:7][C:6]2[CH:9]=[CH:10][CH:11]=[CH:12][C:5]=2[NH:4][C:3]1=[O:13].[H-].[Na+].Br[CH2:17][C:18]([O:20][CH2:21][C:22]1[CH:27]=[CH:26][CH:25]=[CH:24][CH:23]=1)=[O:19]>CN(C)C=O.[Br-].C([N+](CCCC)(CCCC)CCCC)CCC>[CH2:21]([O:20][C:18]([CH2:17][N:4]1[C:5]2[CH:12]=[CH:11][CH:10]=[CH:9][C:6]=2[CH2:7][CH2:8][CH:2]([NH:1][CH2:17][C:18]([O:20][CH2:21][C:22]2[CH:27]=[CH:26][CH:25]=[CH:24][CH:23]=2)=[O:19])[C:3]1=[O:13])=[O:19])[C:22]1[CH:27]=[CH:26][CH:25]=[CH:24][CH:23]=1 |f:1.2,5.6|. Procedure details: A solution of 3-amino-2,3,4,5-tetrahydro-1H-[1]benzazepin-2-one (5.0 g, 0.028 mol) in dimethylformamide (100 ml) was added under a nitrogen atmosphere to a stirred suspension of sodium hydride [prepared from the 60% mineral oil dispersion (1.2 g) by washing with petroleum ether (3×150)] in dimethylformamide (400 ml) to which tetrabutylammonium bromide (10.9 g, 0.031 mol) had been added. The reaction mixture was maintained at 50° for 15 minuites, then a solution of benzyl bromoacetate (7.2 g, 0.0... Reactants: C=CCC1Cc2cc(OC)ccc2C2CCC3(C)C(O)CCC3C12, c1ccc(C([PH](C2CCCCC2)(C2CCCCC2)C2CCCCC2)[PH](C2CCCCC2)(C2CCCCC2)C2CCCCC2)cc1, ClCCl, Cl[Ru]Cl, C=CCCCCCCC(CCCC(F)(F)C(F)(F)F)C(=O)OCC. The product is CCOC(=O)C(CCCCCCC=CCC1Cc2cc(OC)ccc2C2CCC3(C)C(O)CCC3C12)CCCC(F)(F)C(F)(F)F. RXN SMILES: [CH3:1][O:2][c:3]1[cH:4][c:5]2[c:18]([cH:19][cH:20]1)[CH:17]1[CH:8]([CH:7]([CH2:22][CH:23]=[CH2:24])[CH2:6]2)[CH:9]2[CH2:10][CH2:11][CH:12]([OH:21])[C:13]2([CH3:14])[CH2:15][CH2:16]1.[CH:55]([PH:56]([CH:57]1[CH2:58][CH2:59][CH2:60][CH2:61][CH2:62]1)([CH:63]1[CH2:64][CH2:65][CH2:66][CH2:67][CH2:68]1)[CH:69]1[CH2:70][CH2:71][CH2:72][CH2:73][CH2:74]1)([PH:75]([CH:76]1[CH2:77][CH2:78][CH2:79][CH2:80][CH2:81]1)([CH:82]1[CH2:83][CH2:84][CH2:85][CH2:86][CH2:87]1)[CH:88]1[CH2:89][CH2:90][CH2:91][CH2:92][CH2:93]1)[c:94]1[cH:95][cH:96][cH:97][cH:98][cH:99]1.[Cl:49][CH2:50][Cl:51].[Cl:52][Ru:53][Cl:54].[F:25][C:26]([CH2:27][CH2:28][CH2:29][CH:30]([C:31](=[O:32])[O:33][CH2:34][CH3:35])[CH2:36][CH2:37][CH2:38][CH2:39][CH2:40][CH2:41][CH:42]=[CH2:43])([C:44]([F:45])([F:46])[F:47])[F:48]>>[CH3:1][O:2][c:3]1[cH:4][c:5]2[c:18]([cH:19][cH:20]1)[CH:17]1[CH:8]([CH:7]([CH2:22][CH:23]=[CH:24][CH2:41][CH2:40][CH2:39][CH2:38][CH2:37][CH2:36][CH:30]([CH2:29][CH2:28][CH2:27][C:26]([F:25])([C:44]([F:45])([F:46])[F:47])[F:48])[C:31](=[O:32])[O:33][CH2:34][CH3:35])[CH2:6]2)[CH:9]2[CH2:10][CH2:11][CH:12]([OH:21])[C:13]2([CH3:14])[CH2:15][CH2:16]1. Reactants: FC1=CC=C2C(CS(N2CC2=CC=C(C=C2)OC)(=O)=O)=C1N (5-Fluoro-1,3-dihydro-1-[(4-methoxyphenyl)methyl]-2,1-benzisothiazol-4-amine 2,2-dioxide), ClN1C(CCC1=O)=O (N-chlorosuccinimide), CCOCC (ether), O (water). The solvent is CN(C=O)C (dimethylformamide). Conditions: temperature 80 celsius. Yields the product ClC=1C=C(C(=C2CS(N(C21)CC2=CC=C(C=C2)OC)(=O)=O)N)F (7-Chloro-5-fluoro-1,3-dihydro-1-[(4-methoxyphenyl)methyl]-2,1-benzisothiazol-4-amine 2,2-dioxide). Isolated yield 93.4%. As a reaction SMILES: [F:1][C:2]1[C:21]([NH2:22])=[C:6]2[CH2:7][S:8](=[O:20])(=[O:19])[N:9]([CH2:10][C:11]3[CH:16]=[CH:15][C:14]([O:17][CH3:18])=[CH:13][CH:12]=3)[C:5]2=[CH:4][CH:3]=1.[Cl:23]N1C(=O)CCC1=O.CCOCC.O>CN(C)C=O>[Cl:23][C:4]1[CH:3]=[C:2]([F:1])[C:21]([NH2:22])=[C:6]2[C:5]=1[N:9]([CH2:10][C:11]1[CH:12]=[CH:13][C:14]([O:17][CH3:18])=[CH:15][CH:16]=1)[S:8](=[O:20])(=[O:19])[CH2:7]2. Procedure details: A mixture of the title compound of Step C (0.387 g, 1.2 mmol) and N-chlorosuccinimide (0.168 g, 1.26 mmol) in dimethylformamide (6 mL) was heated at 80° C. for 4 h. After completion of the reaction, the mixture was poured into a mixture of ether (25 mL) and water (10 mL). The organic phase was separated, dried (MgSO4) and the solvent was removed on a rotary evaporator. Flash chromatography of the resulting residue afforded 0.4 g of the title compound of Step D. 1H NMR (CDCl3, 400 MHz): δ7.23 (d,... Starting materials: C[Si](CCOC([C@@H](NC(C1=C(C=C(C=C1)[N+](=O)[O-])C1=CC=CC=C1)=O)CCSC)=O)(C)C ((4-nitro-2-phenylbenzoyl)methionine 2-trimethylsilylethyl ester), C(=O)[O-].[NH4+] (ammonium formate). The reagents and catalysts are [Pd] (palladium). The solvent is CO (methanol). The product is C[Si](CCOC([C@@H](NC(C1=C(C=C(C=C1)N)C1=CC=CC=C1)=O)CCSC)=O)(C)C ((4-amino-2-phenylbenzoyl)methionine 2-trimethylsilylethyl ester). As a reaction SMILES: [CH3:1][Si:2]([CH3:32])([CH3:31])[CH2:3][CH2:4][O:5][C:6](=[O:30])[C@H:7]([CH2:26][CH2:27][S:28][CH3:29])[NH:8][C:9](=[O:25])[C:10]1[CH:15]=[CH:14][C:13]([N+:16]([O-])=O)=[CH:12][C:11]=1[C:19]1[CH:24]=[CH:23][CH:22]=[CH:21][CH:20]=1.C([O-])=O.[NH4+]>CO.[Pd]>[CH3:32][Si:2]([CH3:1])([CH3:31])[CH2:3][CH2:4][O:5][C:6](=[O:30])[C@H:7]([CH2:26][CH2:27][S:28][CH3:29])[NH:8][C:9](=[O:25])[C:10]1[CH:15]=[CH:14][C:13]([NH2:16])=[CH:12][C:11]=1[C:19]1[CH:24]=[CH:23][CH:22]=[CH:21][CH:20]=1 |f:1.2|. Procedure: A mixture of the product of Example 283A (8.85 g, 25.8 mmol), ammonium formate (4.88 g, 77.4 mmol) and palladium (10%) on carbon (1 g) in methanol was refluxed for 5 hours. The mixture was then filtered through Celite and rinsed with ethyl acetate. The filtrate was diluted with ethyl acetate, washed with water and brine, dried over anhydrous sodium sulfate, filtered and concentrated in vacuo to give the title compound which was used without further purification. The reactants are Cc1cc(N2CCCC2)c2cc(F)c(OCc3ccccc3)cc2n1, Cc1cc(Cl)c2cc(F)c(OCc3ccccc3)cc2n1, CO. Yields the product Cc1cc(N2CCCC2)c2cc(F)c(O)cc2n1. As a reaction SMILES: [CH2:1]([c:2]1[cH:3][cH:4][cH:5][cH:6][cH:7]1)[O:8][c:9]1[c:10]([F:25])[cH:11][c:12]2[c:13]([N:20]3[CH2:21][CH2:22][CH2:23][CH2:24]3)[cH:14][c:15]([CH3:19])[n:16][c:17]2[cH:18]1.[CH2:26]([O:27][c:28]1[cH:29][c:30]2[c:31]([c:32]([Cl:33])[cH:34][c:35]([CH3:36])[n:37]2)[cH:38][c:39]1[F:40])[c:41]1[cH:42][cH:43][cH:44][cH:45][cH:46]1.[CH3:47][OH:48]>>[OH:8][c:9]1[c:10]([F:25])[cH:11][c:12]2[c:13]([N:20]3[CH2:21][CH2:22][CH2:23][CH2:24]3)[cH:14][c:15]([CH3:19])[n:16][c:17]2[cH:18]1. The reactants are CC(=O)OC(C)=O, CC(=O)O, CC(=O)OCC(=O)Nc1ccnn1-c1c(F)c(F)c(C(F)(F)F)c(F)c1F, O=[N+]([O-])O. Yields the product CC(=O)OCC(=O)Nc1c([N+](=O)[O-])cnn1-c1c(F)c(F)c(C(F)(F)F)c(F)c1F. RXN SMILES: [CH3:32][C:33]([O:34][C:35](=[O:36])[CH3:37])=[O:38].[CH3:39][C:40](=[O:41])[OH:42].[F:1][c:2]1[c:3](-[n:15]2[n:16][cH:17][cH:18][c:19]2[NH:20][C:21](=[O:22])[CH2:23][O:24][C:25](=[O:26])[CH3:27])[c:4]([F:14])[c:5]([F:13])[c:6]([C:9]([F:10])([F:11])[F:12])[c:7]1[F:8].[OH:28][N+:29]([O-:30])=[O:31]>>[F:1][c:2]1[c:3](-[n:15]2[n:16][cH:17][c:18]([N+:29](=[O:28])[O-:30])[c:19]2[NH:20][C:21](=[O:22])[CH2:23][O:24][C:25](=[O:26])[CH3:27])[c:4]([F:14])[c:5]([F:13])[c:6]([C:9]([F:10])([F:11])[F:12])[c:7]1[F:8]. Starting materials: ClC=1C=C(C=C(C1)F)[Mg]Br (3-chloro-5-fluorophenylmagnesium bromide), ClC=1C=C(C=C(C1)F)Br (3-chloro-5-fluoro-bromobenzene), [Mg] (magnesium), ClC1=NC=C(C=N1)CCCCC (2-chloro-5-pentylpyrimidine), dichloro[1,1′-bis(diphenylphosphino) ferrrocene]palladium, Cl (hydrochloric acid). Run in C(C)OCC (diethyl ether), C(C)OCC (diethyl ether). Reaction conditions: temperature -60 celsius, time 1 hour. The product is ClC=1C=C(C=C(C1)F)C1=NC=C(C=N1)CCCCC (2-(3-chloro-5-fluorophenyl)-5-pentylpyrimidine). Yield: 72.9%. Reaction SMILES: [Cl:1][C:2]1[CH:3]=[C:4]([Mg]Br)[CH:5]=[C:6]([F:8])[CH:7]=1.ClC1C=C(Br)C=C(F)C=1.[Mg].Cl[C:22]1[N:27]=[CH:26][C:25]([CH2:28][CH2:29][CH2:30][CH2:31][CH3:32])=[CH:24][N:23]=1.Cl>C(OCC)C>[Cl:1][C:2]1[CH:3]=[C:4]([C:22]2[N:23]=[CH:24][C:25]([CH2:28][CH2:29][CH2:30][CH2:31][CH3:32])=[CH:26][N:27]=2)[CH:5]=[C:6]([F:8])[CH:7]=1. Reported procedure: A solution of 3-chloro-5-fluorophenylmagnesium bromide [prepared from 22.7 g (108.3 mmol) of 3-chloro-5-fluoro-bromobenzene and 2.7 g (111.0 mmol) of magnesium, and 100 ml of diethyl ether] in diethyl ether was added by drops to a mixture of 10 g (54.1 mmol) of 2-chloro-5-pentylpyrimidine, 0.4 g (0.5 mmol) of dichloro[1,1′-bis(diphenylphosphino) ferrrocene]palladium, and 300 ml of diethyl ether while being maintained at a temperature lower than −60° C., stirred at the same temperature for 1 hour...